describe an organic reaction: reactants, conditions, products, and yield From a dataset of the Open Reaction Database (ORD), a public repository of structured organic reaction records. The reagents and catalysts are [Pd].C1(=CC=CC=C1)P(C1=CC=CC=C1)C1=CC=CC=C1.C1(=CC=CC=C1)P(C1=CC=CC=C1)C1=CC=CC=C1.C1(=CC=CC=C1)P(C1=CC=CC=C1)C1=CC=CC=C1.C1(=CC=CC=C1)P(C1=CC=CC=C1)C1=CC=CC=C1 (tetrakis(triphenylphosphine) palladium(0)). Reported procedure: 4-Chloro-8-methylquinazoline (5.10 g, 25.13 mmol) is dissolved in toluene (50 mL) and tributyl(1-ethoxyvinyl)tin (9.98 g, 27.64 mmol) and tetrakis(triphenylphosphine) palladium(0) (1.45 g, 1.26 mmol) are added to the solution and the reaction is refluxed for 3 h. Volatiles are evaporated under reduced pressure and the resulting mixture is diluted with brine and ethyl acetate. The phases separated and the organic phase washed with brine, dried and volatiles evaporated under reduced pressure. The ... Reactants: ClC1=NC=NC2=C(C=CC=C12)C (4-Chloro-8-methylquinazoline), C(CCC)[Sn](C(=C)OCC)(CCCC)CCCC (tributyl(1-ethoxyvinyl)tin). Reaction SMILES: Cl[C:2]1[C:11]2[C:6](=[C:7]([CH3:12])[CH:8]=[CH:9][CH:10]=2)[N:5]=[CH:4][N:3]=1.C([Sn](CCCC)(CCCC)[C:18]([O:20][CH2:21][CH3:22])=[CH2:19])CCC>C1(C)C=CC=CC=1.[Pd].C1(P(C2C=CC=CC=2)C2C=CC=CC=2)C=CC=CC=1.C1(P(C2C=CC=CC=2)C2C=CC=CC=2)C=CC=CC=1.C1(P(C2C=CC=CC=2)C2C=CC=CC=2)C=CC=CC=1.C1(P(C2C=CC=CC=2)C2C=CC=CC=2)C=CC=CC=1>[CH2:21]([O:20][C:18]([C:2]1[C:11]2[C:6](=[C:7]([CH3:12])[CH:8]=[CH:9][CH:10]=2)[N:5]=[CH:4][N:3]=1)=[CH2:19])[CH3:22] |f:3.4.5.6.7|. The solvent is C1(=CC=CC=C1)C (toluene). The product is C(C)OC(=C)C1=NC=NC2=C(C=CC=C12)C (4-(1-ethoxy-vinyl)-8-methyl-quinazoline). Yield: 89.1%. The reactants are FC1=C(C=CC(=C1)F)NC1=C(C(=O)O)C=C(C(=N1)OC)F (2-(2,4-difluorophenylamino)-5-fluoro-6-methoxynicotinic acid), S(=O)(Cl)Cl (thionyl chloride), CCCCCC (n-hexane). Reagents/catalysts: CN(C=O)C (N,N-dimethylformamide). Run in C(Cl)Cl (methylene chloride). The product is FC1=C(C=CC(=C1)F)NC1=C(C(=O)Cl)C=C(C(=N1)OC)F (2-(2,4-difluorophenylamino)-5-fluoro-6-methoxynicotinoyl chloride). Yield: 91.7%. As a reaction SMILES: [F:1][C:2]1[CH:7]=[C:6]([F:8])[CH:5]=[CH:4][C:3]=1[NH:9][C:10]1[N:18]=[C:17]([O:19][CH3:20])[C:16]([F:21])=[CH:15][C:11]=1[C:12](O)=[O:13].S(Cl)([Cl:24])=O.CCCCCC>C(Cl)Cl.CN(C)C=O>[F:1][C:2]1[CH:7]=[C:6]([F:8])[CH:5]=[CH:4][C:3]=1[NH:9][C:10]1[N:18]=[C:17]([O:19][CH3:20])[C:16]([F:21])=[CH:15][C:11]=1[C:12]([Cl:24])=[O:13]. Procedure: In 150 ml of methylene chloride was suspended 5.00 g of 2-(2,4-difluorophenylamino)-5-fluoro-6-methoxynicotinic acid, and 5.98 g of thionyl chloride and 3 drops of N,N-dimethylformamide were added thereto, after which the resulting mixture was subjected to reaction under reflux for 2 hours. The solvent and the excessive thionyl chloride were removed by distillation under reduced pressure, and to the crystalline material thus obtained was added 10 ml of n-hexane, after which crystals were collect... The reactants are C(#C)C1=C(C=CC=C1)C1(CC1)C(=O)N (1-(2-ethynylphenyl)cyclopropanecarboxamide), ClC1=NC=C(C(=N1)Cl)C (2,4-dichloro-5-methylpyrimidine). Reagents/catalysts: [Cu]I (CuI), Cl[Pd]([P](C1=CC=CC=C1)(C2=CC=CC=C2)C3=CC=CC=C3)([P](C4=CC=CC=C4)(C5=CC=CC=C5)C6=CC=CC=C6)Cl (PdCl2(PPh3)2). Run in O1CCOCC1 (dioxane). Reaction conditions: temperature 70 celsius, time 1 hour. Product: ClC1=NC=C(C(=N1)C#CC1=C(C=CC=C1)C1(CC1)C(=O)N)C (1-(2-((2-Chloro-5-methylpyrimidin-4-yl)ethynyl)phenyl)cyclopropanecarboxamide), oil. Isolated yield 48.0%. As a reaction SMILES: [C:1]([C:3]1[CH:8]=[CH:7][CH:6]=[CH:5][C:4]=1[C:9]1([C:12]([NH2:14])=[O:13])[CH2:11][CH2:10]1)#[CH:2].[Cl:15][C:16]1[N:21]=[C:20](Cl)[C:19]([CH3:23])=[CH:18][N:17]=1>O1CCOCC1.[Cu]I.Cl[Pd](Cl)([P](C1C=CC=CC=1)(C1C=CC=CC=1)C1C=CC=CC=1)[P](C1C=CC=CC=1)(C1C=CC=CC=1)C1C=CC=CC=1>[Cl:15][C:16]1[N:21]=[C:20]([C:2]#[C:1][C:3]2[CH:8]=[CH:7][CH:6]=[CH:5][C:4]=2[C:9]2([C:12]([NH2:14])=[O:13])[CH2:11][CH2:10]2)[C:19]([CH3:23])=[CH:18][N:17]=1 |^1:34,53|. Procedure details: A mixture of 1-(2-ethynylphenyl)cyclopropanecarboxamide K6 (2.29 g, 12.4 mmol), 2,4-dichloro-5-methylpyrimidine (2.62 g, 16.1 mmol), CuI (0.047 g, 0.25 mmol) and PdCl2(PPh3)2 (0.087 g, 0.12 mmol) in dioxane (25 mL) was bubbled with N2 for 10 minutes. Et3N (10 mL) was added and the mixture was stirred under nitrogen at 70° C. for 1 hour. The reaction mixture was cooled and adsorbed onto silica. Purification by column chromatography (Biotage Isolera, 120 g SiO2, 0-10% MeOH in CHCl3) gave the title... Reactants: N[C@H]1[C@H](O)[C@@H](O)[C@H](O)[C@H](O1)CO (1-amino-1-deoxy-β-D-glucopyranose), ClCCN(C(OC1=C(C=CC=C1)[N+](=O)[O-])=O)N=O (o-nitrophenyl N-(2-chloroethyl)-N-nitrosocarbamate), C(O)(O)=O (carbonic acid), C(=O)=O (dry-ice), OC1[C@H](O)[C@@H](O)[C@H](O)[C@H](O1)CO (glucopyranose), resultant mixture. Run in O1CCCC1 (tetrahydrofuran), C1=CC=CC=C1 (benzene), C(C)O (ethanol). Yields the product [C@@H]1([C@H](O)[C@@H](O)[C@H](O)[C@H](O1)CO)NC(N(N=O)CCCl)=O (3-(β-D-glucopyranosyl)-1-(2 -chloroethyl)-1-nitrosourea). The yield is 86.7%. As a reaction SMILES: [NH2:1][C@@H:2]1[O:10][C@H:9]([CH2:11][OH:12])[C@@H:7]([OH:8])[C@H:5]([OH:6])[C@H:3]1[OH:4].C(=O)=O.OC1O[C@H](CO)[C@@H](O)[C@H](O)[C@H]1O.C(=O)(O)O.[Cl:32][CH2:33][CH2:34][N:35]([N:48]=[O:49])[C:36](=O)[O:37]C1C=CC=CC=1[N+]([O-])=O>C(O)C.O1CCCC1.C1C=CC=CC=1>[C@@H:2]1([NH:1][C:36](=[O:37])[N:35]([CH2:34][CH2:33][Cl:32])[N:48]=[O:49])[O:10][C@H:9]([CH2:11][OH:12])[C@@H:7]([OH:8])[C@H:5]([OH:6])[C@H:3]1[OH:4]. Procedure details: 1.79 g (10 mmol) of 1-amino-1-deoxy-β-D-glucopyranose is dissolved (partially suspended) in 40 ml of anhydrous ethanol, and the solution is cooled to 0°-5° C. To this solution is added 2.2 g (50 mmol) of dry-ice little by little so as to convert the glucopyranose into its carbonic acid-addition salt. This acid-addition salt solution is then added dropwise to a solution prepared by dissolving 3.28 g (12 mmol) of o-nitrophenyl N-(2-chloroethyl)-N-nitrosocarbamate in a mixture of 40 ml anhydrous te... The reactants are N=1C=CN2C1CCCCC2 (6,7,8,9-tetrahydro-5H-imidazo[1,2-a]azepine), C=O (formaldehyde), CC1(OC(CC(O1)=O)=O)C (2,2-dimethyl-1,3-dioxane-4,6-dione), O (water). Solvent: C(C)#N (acetonitrile). Product: N=1C=C(N2C1CCCCC2)CCC(=O)O (3-(6,7,8,9-tetrahydro-5H-imidazo[1,2-a]azepin-3-yl)propionic acid). RXN SMILES: [N:1]1[CH:2]=[CH:3][N:4]2[CH2:10][CH2:9][CH2:8][CH2:7][CH2:6][C:5]=12.C=O.CC1(C)O[C:18](=O)[CH2:17][C:16](=[O:21])[O:15]1.O>C(#N)C>[N:1]1[CH:2]=[C:3]([CH2:18][CH2:17][C:16]([OH:21])=[O:15])[N:4]2[CH2:10][CH2:9][CH2:8][CH2:7][CH2:6][C:5]=12. Procedure: To a solution of 6,7,8,9-tetrahydro-5H-imidazo[1,2-a]azepine in acetonitrile are added aqueous formaldehyde solution and 2,2-dimethyl-1,3-dioxane-4,6-dione with stirring and the mixture is heated for 4 hours. After the completion of the reaction, the reaction mixture is poured into water and the mixture is extracted with chloroform, washed with water, and dried over magnesium sulfate. The solution is concentrated under reduced pressure and the resulting 2,2-dimethyl-5-(6,7,8,9-tetrahydro-5H-imid... Reactants: C(CCC)C1=NC2=CC=C(C=C2C(N1CC1=CC=C(C=C1)C1=C(C=CC=C1)C1=NN=NN1C(C1=CC=CC=C1)(C1=CC=CC=C1)C1=CC=CC=C1)=O)C=CC(=O)OCC (ethyl 3-[2-butyl-3,4-dihydro-4-oxo-3-[[2'-[l-(triphenylmethyl)-1H-tetrazol-5-yl][1,1'-biphenyl]-4-yl]methyl]-6-quinazolinyl]-2-propenoate), [N+]=1(CCCC1)[O-] (3,4-dihydro-2H-pyrrole 1-oxide). The solvent is C1(=CC=CC=C1)C (toluene). Product: C(CCC)C1=NC2=CC=C(C=C2C(N1CC1=CC=C(C=C1)C1=C(C=CC=C1)C1=NN=NN1C(C1=CC=CC=C1)(C1=CC=CC=C1)C1=CC=CC=C1)=O)C1C(C2N(O1)CCC2)C(=O)OCC (Ethyl 2-[2-butyl-3,4-dihydro-4-oxo-3-[[2'-[1-(triphenylmethyl) -1H-tetrazol-5-yl][1,1'-biphenyl]-4-yl]methyl]-6-quinazolinyl]hexahydro-pyrrolo[1,2-b]isoxazole-3-carboxylate). The yield is 53.2%. As a reaction SMILES: [CH2:1]([C:5]1[N:14]([CH2:15][C:16]2[CH:21]=[CH:20][C:19]([C:22]3[CH:27]=[CH:26][CH:25]=[CH:24][C:23]=3[C:28]3[N:32]([C:33]([C:46]4[CH:51]=[CH:50][CH:49]=[CH:48][CH:47]=4)([C:40]4[CH:45]=[CH:44][CH:43]=[CH:42][CH:41]=4)[C:34]4[CH:39]=[CH:38][CH:37]=[CH:36][CH:35]=4)[N:31]=[N:30][N:29]=3)=[CH:18][CH:17]=2)[C:13](=[O:52])[C:12]2[C:7](=[CH:8][CH:9]=[C:10]([CH:53]=[CH:54][C:55]([O:57][CH2:58][CH3:59])=[O:56])[CH:11]=2)[N:6]=1)[CH2:2][CH2:3][CH3:4].[N+:60]1([O-:65])[CH2:61][CH2:62][CH2:63][CH:64]=1>C1(C)C=CC=CC=1>[CH2:1]([C:5]1[N:14]([CH2:15][C:16]2[CH:17]=[CH:18][C:19]([C:22]3[CH:27]=[CH:26][CH:25]=[CH:24][C:23]=3[C:28]3[N:32]([C:33]([C:40]4[CH:41]=[CH:42][CH:43]=[CH:44][CH:45]=4)([C:34]4[CH:39]=[CH:38][CH:37]=[CH:36][CH:35]=4)[C:46]4[CH:47]=[CH:48][CH:49]=[CH:50][CH:51]=4)[N:31]=[N:30][N:29]=3)=[CH:20][CH:21]=2)[C:13](=[O:52])[C:12]2[C:7](=[CH:8][CH:9]=[C:10]([CH:53]3[O:65][N:60]4[CH2:61][CH2:62][CH2:63][CH:64]4[CH:54]3[C:55]([O:57][CH2:58][CH3:59])=[O:56])[CH:11]=2)[N:6]=1)[CH2:2][CH2:3][CH3:4]. Procedure: To a solution of 0.300 g of ethyl 3-[2-butyl-3,4-dihydro-4-oxo-3-[[2'-[l-(triphenylmethyl)-1H-tetrazol-5-yl][1,1'-biphenyl]-4-yl]methyl]-6-quinazolinyl]-2-propenoate in 20 ml of toluene is added 0.293 g of 3,4-dihydro-2H-pyrrole 1-oxide and the reaction mixture heated at reflux for 6 hours. The reaction mixture is cooled and concentrated in vacuo to a residue which is purified by chromatography on silica reaction mixture heated at reflux for 6 hours. The reaction mixture is cooled and concentrat... Reactants: CC(COC(=O)c1ccccc1)OC(=O)C(Cc1ccc(OC(=O)C(C)C)c(OC(=O)C(C)C)c1)NC(=O)OC(C)(C)C, Cl, C1COCCO1. The product is Cl, CC(COC(=O)c1ccccc1)OC(=O)C(N)Cc1ccc(OC(=O)C(C)C)c(OC(=O)C(C)C)c1. As a reaction SMILES: [C:1]([O:2][C:3](=[O:4])[NH:8][CH:9]([C:10](=[O:11])[O:12][CH:13]([CH2:14][O:15][C:16](=[O:17])[c:18]1[cH:19][cH:20][cH:21][cH:22][cH:23]1)[CH3:24])[CH2:25][c:26]1[cH:27][c:28]([O:38][C:39]([CH:40]([CH3:41])[CH3:42])=[O:43])[c:29]([O:32][C:33]([CH:34]([CH3:35])[CH3:36])=[O:37])[cH:30][cH:31]1)([CH3:5])([CH3:6])[CH3:7].[ClH:44].[O:45]1[CH2:46][CH2:47][O:48][CH2:49][CH2:50]1>>[ClH:44].[NH2:8][CH:9]([C:10](=[O:11])[O:12][CH:13]([CH2:14][O:15][C:16](=[O:17])[c:18]1[cH:19][cH:20][cH:21][cH:22][cH:23]1)[CH3:24])[CH2:25][c:26]1[cH:27][c:28]([O:38][C:39]([CH:40]([CH3:41])[CH3:42])=[O:43])[c:29]([O:32][C:33]([CH:34]([CH3:35])[CH3:36])=[O:37])[cH:30][cH:31]1. Reactants: NC1=NC(=C(C(=N1)C=1OC=CC1)C#N)S(=O)(=O)C (2-amino-4-furan-2-yl-6-methanesulfonyl-pyrimidine-5-carbonitrile), C1(CCCCC1)O (cyclohexanol), C1CCC2=NCCCN2CC1 (DBU). Run in COCCOC (DME). Yields the product NC1=NC(=C(C(=N1)OC1CCCCC1)C#N)C=1OC=CC1 (2-Amino-4-cyclohexyloxy-6-furan-2-yl-pyrimidine-5-carbonitrile). As a reaction SMILES: [NH2:1][C:2]1[N:7]=[C:6]([C:8]2[O:9][CH:10]=[CH:11][CH:12]=2)[C:5]([C:13]#[N:14])=[C:4](S(C)(=O)=O)[N:3]=1.[CH:19]1([OH:25])[CH2:24][CH2:23][CH2:22][CH2:21][CH2:20]1.C1CCN2C(=NCCC2)CC1>COCCOC>[NH2:1][C:2]1[N:3]=[C:4]([O:25][CH:19]2[CH2:24][CH2:23][CH2:22][CH2:21][CH2:20]2)[C:5]([C:13]#[N:14])=[C:6]([C:8]2[O:9][CH:10]=[CH:11][CH:12]=2)[N:7]=1. Procedure: From 2-amino-4-furan-2-yl-6-methanesulfonyl-pyrimidine-5-carbonitrile, cyclohexanol and DBU in DME. ES-MS m/e (%): 285 (M+H+, 75), 203 ([M—C6H10]+, 100). Starting materials: O=C([O-])[O-], CI, CN(C)C=O, COc1ccc(N2C(=O)CCNc3ccc(Cl)cc32)cc1, [K+], [K+], O. The product is COc1ccc(N2C(=O)CCN(C)c3ccc(Cl)cc32)cc1. Reaction SMILES: [C:24](=[O:25])([O-:26])[O-:27].[CH3:22][I:23].[CH3:31][N:32]([CH3:33])[CH:34]=[O:35].[Cl:1][c:2]1[cH:3][cH:4][c:5]2[c:6]([cH:21]1)[N:7]([c:13]1[cH:14][cH:15][c:16]([O:19][CH3:20])[cH:17][cH:18]1)[C:8](=[O:12])[CH2:9][CH2:10][NH:11]2.[K+:28].[K+:29].[OH2:30]>>[Cl:1][c:2]1[cH:3][cH:4][c:5]2[c:6]([cH:21]1)[N:7]([c:13]1[cH:14][cH:15][c:16]([O:19][CH3:20])[cH:17][cH:18]1)[C:8](=[O:12])[CH2:9][CH2:10][N:11]2[CH3:24]. Starting materials: O (Water), [OH-].[Na+] (sodium hydroxide), solution, CN1CCC(CC1)OC(C1=NC2=C(N1)C=CC=C2)C2=CC(=CC=C2)[N+](=O)[O-] (2-[(1-Methyl-piperidin-4-yloxy)-(3-nitro-phenyl)-methyl]-1H benzimidazole), [Sn+2].O.O.[Cl-].[Cl-] (Tin(II)dichloride-dihydrate). Run in C(C)O (ethanol). Yields the product N1C(=NC2=C1C=CC=C2)C(C=2C=C(C=CC2)N)OC2CCN(CC2)C (3-[(1H-benzimidazol-2-yl)(1-methylpiperidin-4-yloxy)methyl]phenylamine). RXN SMILES: [CH3:1][N:2]1[CH2:7][CH2:6][CH:5]([O:8][CH:9]([C:19]2[CH:24]=[CH:23][CH:22]=[C:21]([N+:25]([O-])=O)[CH:20]=2)[C:10]2[NH:14][C:13]3[CH:15]=[CH:16][CH:17]=[CH:18][C:12]=3[N:11]=2)[CH2:4][CH2:3]1.[Sn+2].O.O.[Cl-].[Cl-].O.[OH-].[Na+]>C(O)C>[NH:11]1[C:12]2[CH:18]=[CH:17][CH:16]=[CH:15][C:13]=2[N:14]=[C:10]1[CH:9]([O:8][CH:5]1[CH2:4][CH2:3][N:2]([CH3:1])[CH2:7][CH2:6]1)[C:19]1[CH:20]=[C:21]([NH2:25])[CH:22]=[CH:23][CH:24]=1 |f:1.2.3.4.5,7.8|. Procedure details: To a solution of 2-[(1-Methyl-piperidin-4-yloxy)-(3-nitro-phenyl)-methyl]-1H benzimidazole (110 mg) in ethanol (5 mL) is added Tin(II)dichloride-dihydrate (340 mg). The reaction mixture is heated at reflux for 2 hours. Water is added to the mixture as well as sodium hydroxide 1N solution to pH 10 The solution is extracted with chloroform. The pooled organic phases are dried with magnesium sulphate and concentrated under reduced pressure. The residue is purified by chromatography (gradient dichlo...